Dataset: the Open Reaction Database (ORD), a public repository of structured organic reaction records. Task: describe an organic reaction: reactants, conditions, products, and yield Starting materials: CC(C)(C)OC(=O)N1CC2CN(Cc3cc4nc(Cl)nc(N5CCOCC5)c4s3)CC2C1, ClCCl, O=C(O)C(F)(F)F. Yields the product Clc1nc(N2CCOCC2)c2sc(CN3CC4CNCC4C3)cc2n1. Reaction SMILES: [C:1]([O:2][C:3](=[O:4])[N:8]1[CH2:9][CH:10]2[CH2:11][N:12]([CH2:16][c:17]3[cH:18][c:19]4[n:20][c:21]([Cl:32])[n:22][c:23]([N:26]5[CH2:27][CH2:28][O:29][CH2:30][CH2:31]5)[c:24]4[s:25]3)[CH2:13][CH:14]2[CH2:15]1)([CH3:5])([CH3:6])[CH3:7].[Cl:40][CH2:41][Cl:42].[F:33][C:34]([F:35])([F:36])[C:37]([OH:38])=[O:39]>>[NH:8]1[CH2:9][CH:10]2[CH2:11][N:12]([CH2:16][c:17]3[cH:18][c:19]4[n:20][c:21]([Cl:32])[n:22][c:23]([N:26]5[CH2:27][CH2:28][O:29][CH2:30][CH2:31]5)[c:24]4[s:25]3)[CH2:13][CH:14]2[CH2:15]1. Reactants: COc1cc(C=O)cc(OC)c1OC, CC(=O)[O-], CC(=O)O, C[N+](=O)[O-], [NH4+]. Yields the product COc1cc(C=C[N+](=O)[O-])cc(OC)c1OC. RXN SMILES: [CH3:1][O:2][c:3]1[cH:4][c:5]([CH:6]=[O:7])[cH:8][c:9]([O:13][CH3:14])[c:10]1[O:11][CH3:12].[CH3:20][C:21](=[O:22])[O-:23].[CH3:24][C:25](=[O:26])[OH:27].[N+:15](=[O:16])([O-:17])[CH3:18].[NH4+:19]>>[CH3:1][O:2][c:3]1[cH:4][c:5]([CH:6]=[CH:18][N+:15](=[O:16])[O-:17])[cH:8][c:9]([O:13][CH3:14])[c:10]1[O:11][CH3:12]. The reactants are ClC1=NC=CC(=C1)C=1N(C(=CC1)C)CC(=O)OCC1=CC=CC=C1 (benzyl 2-(2-(2-chloropyridin-4-yl)-5-methyl-1H-pyrrol-1-yl)acetate), C1(=CC=CC=C1)S(=O)(=O)C1=C(C=O)C=CC=C1 (2-(phenylsulfonyl)benzaldehyde), C(C)[SiH](CC)CC (triethylsilane), FC(S(=O)(=O)O[Si](C)(C)C)(F)F (trimethylsilyl trifluoromethanesulfonate). Product: ClC1=NC=CC(=C1)C1=CC(=C(N1CC(=O)OCC1=CC=CC=C1)C)CC1=C(C=CC=C1)S(=O)(=O)C1=CC=CC=C1 (benzyl 2-(5-(2-chloropyridin-4-yl)-2-methyl-3-(2-(phenylsulfonyl)benzyl)-1H-pyrrol-1-yl)acetate). Yield: 17.0%. Reaction SMILES: [Cl:1][C:2]1[CH:7]=[C:6]([C:8]2[N:9]([CH2:14][C:15]([O:17][CH2:18][C:19]3[CH:24]=[CH:23][CH:22]=[CH:21][CH:20]=3)=[O:16])[C:10]([CH3:13])=[CH:11][CH:12]=2)[CH:5]=[CH:4][N:3]=1.C([SiH](CC)CC)C.FC(F)(F)S(O[Si](C)(C)C)(=O)=O.[C:44]1([S:50]([C:53]2[CH:60]=[CH:59][CH:58]=[CH:57][C:54]=2[CH:55]=O)(=[O:52])=[O:51])[CH:49]=[CH:48][CH:47]=[CH:46][CH:45]=1>>[Cl:1][C:2]1[CH:7]=[C:6]([C:8]2[N:9]([CH2:14][C:15]([O:17][CH2:18][C:19]3[CH:20]=[CH:21][CH:22]=[CH:23][CH:24]=3)=[O:16])[C:10]([CH3:13])=[C:11]([CH2:55][C:54]3[CH:57]=[CH:58][CH:59]=[CH:60][C:53]=3[S:50]([C:44]3[CH:49]=[CH:48][CH:47]=[CH:46][CH:45]=3)(=[O:52])=[O:51])[CH:12]=2)[CH:5]=[CH:4][N:3]=1. Reported procedure: was followed using benzyl 2-(2-(2-chloropyridin-4-yl)-5-methyl-1H-pyrrol-1-yl)acetate (0.900 g, 2.64 mmol), triethylsilane (1.27 ml, 7.92 mmol), trimethylsilyl trifluoromethanesulfonate (0.954 ml, 5.28 mmol) and 2-(phenylsulfonyl)benzaldehyde (0.650 g, 2.64 mmol) to afford benzyl 2-(5-(2-chloropyridin-4-yl)-2-methyl-3-(2-(phenylsulfonyl)benzyl)-1H-pyrrol-1-yl)acetate (514 mg, 0.450 mmol, 17% yield). 1D-NOESY experiment was performed to confirm the drawn regioisomer (irradiation of methyl group a... Starting materials: [N+](=O)([O-])C1=CC=C(C(CNC2=C(NC3=CC(=CC(=C23)Cl)Cl)C(=O)OCC)=O)C=C1 (3-[(4-nitrophenacyl)amino]-2-carbethoxy-4,6-dichloroindole), O.[Sn](Cl)Cl (tin (II) chloride monohydrate), C(O)([O-])=O.[Na+] (sodium hydrogen carbonate), C(C)(=O)OCC.O (ethyl acetate water). Run in C(C)O (ethanol). Reaction conditions: temperature 70 celsius. The product is NC1=CC=C(C(CNC2=C(NC3=CC(=CC(=C23)Cl)Cl)C(=O)OCC)=O)C=C1 (3-[(4-Aminophenacyl)amino]-2-carbethoxy-4,6-dichloroindole). Isolated yield 100.0%. As a reaction SMILES: [N+:1]([C:4]1[CH:29]=[CH:28][C:7]([C:8](=[O:27])[CH2:9][NH:10][C:11]2[C:19]3[C:14](=[CH:15][C:16]([Cl:21])=[CH:17][C:18]=3[Cl:20])[NH:13][C:12]=2[C:22]([O:24][CH2:25][CH3:26])=[O:23])=[CH:6][CH:5]=1)([O-])=O.O.[Sn](Cl)Cl.C(OCC)(=O)C.O.C(=O)([O-])O.[Na+]>C(O)C>[NH2:1][C:4]1[CH:29]=[CH:28][C:7]([C:8](=[O:27])[CH2:9][NH:10][C:11]2[C:19]3[C:14](=[CH:15][C:16]([Cl:21])=[CH:17][C:18]=3[Cl:20])[NH:13][C:12]=2[C:22]([O:24][CH2:25][CH3:26])=[O:23])=[CH:6][CH:5]=1 |f:1.2,3.4,5.6|. Procedure: Dissolve 3-[(4-nitrophenacyl)amino]-2-carbethoxy-4,6-dichloroindole (0.5 g, 1.184 mmol) in ethanol (20 mL) and tin (II) chloride monohydrate (1.06 g, 7.1 mmol). Heat to 70° C. overnight. Pour into ethyl acetate/water (200 mL) and add solid sodium hydrogen carbonate to obtain pH 7. Filter and evaporate the solvent in vacuo to give the title compound as a pale yellow oil (0.477, 100%). Reactants: C(C)(C)(C)[S@](=O)N[C@H]1[C@@H](CC2=CC=CC(=C12)C)C(=O)OC(C)(C)C (tert-butyl (1S,2R)-1-{[(S)-tert-butylsulfinyl]amino}-7-methylindane-2-carboxylate), Cl.C(C)(=O)OCC (hydrogen chloride ethyl acetate). The solvent is C(C)(=O)OCC (ethyl acetate). Run at time 2 hour. The product is N[C@H]1[C@@H](CC2=CC=CC(=C12)C)C(=O)OC(C)(C)C (tert-butyl (1S,2R)-1-amino-7-methylindane-2-carboxylate). Yield: 89.3%. As a reaction SMILES: C([S@@]([NH:7][C@@H:8]1[C:16]2[C:11](=[CH:12][CH:13]=[CH:14][C:15]=2[CH3:17])[CH2:10][C@H:9]1[C:18]([O:20][C:21]([CH3:24])([CH3:23])[CH3:22])=[O:19])=O)(C)(C)C.Cl.C(OCC)(=O)C>C(OCC)(=O)C>[NH2:7][C@@H:8]1[C:16]2[C:11](=[CH:12][CH:13]=[CH:14][C:15]=2[CH3:17])[CH2:10][C@H:9]1[C:18]([O:20][C:21]([CH3:24])([CH3:23])[CH3:22])=[O:19] |f:1.2|. Procedure: To a solution of 140 mg of tert-butyl (1S,2R)-1-{[(S)-tert-butylsulfinyl]amino}-7-methylindane-2-carboxylate in 9.1 ml of ethyl acetate was added 0.88 ml of a 4 M hydrogen chloride/ethyl acetate solution, followed by stirring at room temperature for 2 hours. The solvent was evaporated under reduced pressure, and to the obtained residue were added a saturated aqueous sodium hydrogen carbonate solution and ethyl acetate to carry out a layer separation operation. The organic layer was washed with w...